Dataset: the Open Reaction Database (ORD), a public repository of structured organic reaction records. Task: describe an organic reaction: reactants, conditions, products, and yield Starting materials: ClC1=CC=C(C=C1)[C@H]1N(CCN(C1)CC1=CC=CC=C1)CC=C ((R)-2-(4-chlorophenyl)-4-(phenylmethyl)-1-(2-propenyl)hexahydropyrazine), C(C)O (ethanol). Reagents/catalysts: [Rh](Cl)(Cl)Cl.C1(=CC=CC=C1)P(C1=CC=CC=C1)C1=CC=CC=C1.C1(=CC=CC=C1)P(C1=CC=CC=C1)C1=CC=CC=C1.C1(=CC=CC=C1)P(C1=CC=CC=C1)C1=CC=CC=C1 (tris(triphenylphosphine) rhodium chloride). Run in O (water). Run at temperature 95 celsius, time 18 hour. The product is Cl.Cl.ClC1=CC=C(C=C1)[C@@H]1CN(CCN1)CC1=CC=CC=C1 ((R)-3-(4-chlorophenyl)-1-(phenylmethyl)hexahydropyrazine dihydrochloride). Yield: 101.6%. RXN SMILES: [Cl:1][C:2]1[CH:7]=[CH:6][C:5]([C@@H:8]2[CH2:13][N:12]([CH2:14][C:15]3[CH:20]=[CH:19][CH:18]=[CH:17][CH:16]=3)[CH2:11][CH2:10][N:9]2CC=C)=[CH:4][CH:3]=1.C(O)C>[Rh](Cl)(Cl)Cl.C1(P(C2C=CC=CC=2)C2C=CC=CC=2)C=CC=CC=1.C1(P(C2C=CC=CC=2)C2C=CC=CC=2)C=CC=CC=1.C1(P(C2C=CC=CC=2)C2C=CC=CC=2)C=CC=CC=1.O>[ClH:1].[ClH:1].[Cl:1][C:2]1[CH:3]=[CH:4][C:5]([C@H:8]2[NH:9][CH2:10][CH2:11][N:12]([CH2:14][C:15]3[CH:16]=[CH:17][CH:18]=[CH:19][CH:20]=3)[CH2:13]2)=[CH:6][CH:7]=1 |f:2.3.4.5,7.8.9|. Procedure: To (R)-2-(4-chlorophenyl)-4-(phenylmethyl)-1-(2-propenyl)hexahydropyrazine (357 mg, 1.1 mmol) produced in Example 15, ethanol (3 mL), distilled water (0.2 mL) and tris(triphenylphosphine) rhodium chloride (30 mg, 0.05 equivalent) were added. The mixture was stirred at 95° C. for 18 hours, and was concentrated. To the concentrate, 1 N hydrochloric acid (5 mL) and toluene (5 mL) were added; and formed insolubles were removed by filtration. After the organic layer and aqueous layer was separated, t... Starting materials: ClC1=C(C=CC(=C1)NC1=CC=C(C=C1)C(F)(F)F)C(=O)C1=C(C=CC(=C1)[N+](=O)[O-])C ([2-Chloro-4-(4-trifluoromethyl-phenylamino)-phenyl]-(2-methyl-5-nitro-phenyl)-methanone), BrC1=CC(=C(C=C1)C(=O)C1=C(C=CC(=C1)[N+](=O)[O-])C)Cl ((4-Bromo-2-chloro-phenyl)-(2-methyl-5-nitro-phenyl)-methanone), COC=1C=C(C=CC1)N (3-methoxy-phenylamine). The product is ClC1=C(C=CC(=C1)NC1=CC(=CC=C1)OC)C(=O)C1=C(C=CC(=C1)[N+](=O)[O-])C ([2-Chloro-4-(3-methoxy-phenylamino)-phenyl]-(2-methyl-5-nitro-phenyl)-methanone). RXN SMILES: [Cl:1][C:2]1[CH:7]=[C:6]([NH:8][C:9]2[CH:14]=[CH:13][C:12](C(F)(F)F)=[CH:11][CH:10]=2)[CH:5]=[CH:4][C:3]=1[C:19]([C:21]1[CH:26]=[C:25]([N+:27]([O-:29])=[O:28])[CH:24]=[CH:23][C:22]=1[CH3:30])=[O:20].BrC1C=CC([C:38](C2C=C([N+]([O-])=O)C=CC=2C)=[O:39])=C(Cl)C=1.COC1C=C(N)C=CC=1>>[Cl:1][C:2]1[CH:7]=[C:6]([NH:8][C:9]2[CH:14]=[CH:13][CH:12]=[C:11]([O:39][CH3:38])[CH:10]=2)[CH:5]=[CH:4][C:3]=1[C:19]([C:21]1[CH:26]=[C:25]([N+:27]([O-:29])=[O:28])[CH:24]=[CH:23][C:22]=1[CH3:30])=[O:20]. Procedure: The reaction was carried out similarly as described in the preparation of compound 414, using compound 402 (2.82 mmol) and 3-methoxy-phenylamine (3.10 mmol). The crude product was purified by continuous gradient flash chromatography using EtOAc/petroleum ether (40-60) 0:100 to 30:70 as the eluent to afford the title compound. Reactants: CC(C)(C)OC(=O)c1c(-c2ccc(Cl)cc2)csc1NC(=O)c1nc2cc(Br)ccc2o1, ClCCl, O=C(O)C(F)(F)F. Reaction SMILES: [Br:1][c:2]1[cH:3][cH:4][c:5]2[c:6]([n:7][c:8]([C:10](=[O:11])[NH:12][c:13]3[s:14][cH:15][c:16](-[c:25]4[cH:26][cH:27][c:28]([Cl:31])[cH:29][cH:30]4)[c:17]3[C:18](=[O:19])[O:20][C:21]([CH3:22])([CH3:23])[CH3:24])[o:9]2)[cH:32]1.[Cl:40][CH2:41][Cl:42].[F:33][C:34]([F:35])([F:36])[C:37]([OH:38])=[O:39]>>[Br:1][c:2]1[cH:3][cH:4][c:5]2[c:6]([n:7][c:8]([C:10](=[O:11])[NH:12][c:13]3[s:14][cH:15][c:16](-[c:25]4[cH:26][cH:27][c:28]([Cl:31])[cH:29][cH:30]4)[c:17]3[C:18](=[O:19])[OH:20])[o:9]2)[cH:32]1. Yields the product O=C(Nc1scc(-c2ccc(Cl)cc2)c1C(=O)O)c1nc2cc(Br)ccc2o1. The reactants are OBO, Brc1ccccc1, FC(F)(F)c1ccc(-c2cc(C(F)(F)F)nc(Cl)n2)cn1. Yields the product FC(F)(F)c1ccc(-c2cc(C(F)(F)F)nc(-c3cccc(Br)c3)n2)cn1. RXN SMILES: [BH:22]([OH:23])[OH:24].[Br:25][c:26]1[cH:27][cH:28][cH:29][cH:30][cH:31]1.[Cl:1][c:2]1[n:3][c:4](-[c:12]2[cH:13][n:14][c:15]([C:18]([F:19])([F:20])[F:21])[cH:16][cH:17]2)[cH:5][c:6]([C:8]([F:9])([F:10])[F:11])[n:7]1>>[c:2]1(-[c:30]2[cH:29][cH:28][cH:27][c:26]([Br:25])[cH:31]2)[n:3][c:4](-[c:12]2[cH:13][n:14][c:15]([C:18]([F:19])([F:20])[F:21])[cH:16][cH:17]2)[cH:5][c:6]([C:8]([F:9])([F:10])[F:11])[n:7]1. Starting materials: CC(=O)[O-], CCO, COc1ccc(C=O)cc1OC1CCCC1, [NH4+], O=C(O)CC(=O)O. The product is COc1ccc(C(N)CC(=O)O)cc1OC1CCCC1. Reaction SMILES: [CH3:18][C:19]([O-:20])=[O:21].[CH3:29][CH2:30][OH:31].[CH:1]1([O:6][c:7]2[cH:8][c:9]([CH:10]=[O:11])[cH:12][cH:13][c:14]2[O:15][CH3:16])[CH2:2][CH2:3][CH2:4][CH2:5]1.[NH4+:17].[OH:22][C:23]([CH2:24][C:25](=[O:26])[OH:27])=[O:28]>>[CH:1]1([O:6][c:7]2[cH:8][c:9]([CH:10]([NH2:17])[CH2:18][C:19]([OH:20])=[O:21])[cH:12][cH:13][c:14]2[O:15][CH3:16])[CH2:2][CH2:3][CH2:4][CH2:5]1. Starting materials: CCc1cc(C=O)c(OC2CCCCO2)c(OC)c1, CO, CCOC(C)=O, Cl. Product: CCc1cc(C=O)c(O)c(OC)c1. RXN SMILES: [CH2:1]([CH3:2])[c:3]1[cH:4][c:5]([O:18][CH3:19])[c:6]([O:11][CH:12]2[CH2:13][CH2:14][CH2:15][CH2:16][O:17]2)[c:7]([CH:8]=[O:9])[cH:10]1.[CH3:21][OH:22].[CH3:23][CH2:24][O:25][C:26]([CH3:27])=[O:28].[ClH:20]>>[CH2:1]([CH3:2])[c:3]1[cH:4][c:5]([O:18][CH3:19])[c:6]([OH:11])[c:7]([CH:8]=[O:9])[cH:10]1. The product is CC(C)(C)OC(=O)CNC(=O)C1=C(O)c2cc(C(F)(F)F)ccc2C(C)(C)C1=O. Starting materials: CC(C)(C)OC(=O)CN, C1COCCO1, CCN(C(C)C)C(C)C, Cl, CCOC(=O)C1=C(O)c2cc(C(F)(F)F)ccc2C(C)(C)C1=O. Reaction SMILES: [C:25]([CH3:26])([CH3:27])([CH3:28])[O:29][C:30]([CH2:31][NH2:32])=[O:33].[CH2:43]1[O:44][CH2:45][CH2:46][O:47][CH2:48]1.[CH:34]([N:35]([CH2:36][CH3:37])[CH:38]([CH3:39])[CH3:40])([CH3:41])[CH3:42].[ClH:24].[OH:1][C:2]1=[C:3]([C:19](=[O:20])[O:21][CH2:22][CH3:23])[C:4](=[O:18])[C:5]([CH3:16])([CH3:17])[c:6]2[cH:7][cH:8][c:9]([C:12]([F:13])([F:14])[F:15])[cH:10][c:11]21>>[OH:1][C:2]1=[C:3]([C:19](=[O:20])[NH:32][CH2:31][C:30]([O:29][C:25]([CH3:26])([CH3:27])[CH3:28])=[O:33])[C:4](=[O:18])[C:5]([CH3:16])([CH3:17])[c:6]2[cH:7][cH:8][c:9]([C:12]([F:13])([F:14])[F:15])[cH:10][c:11]21.